From a dataset of the Open Reaction Database (ORD), a public repository of structured organic reaction records. describe an organic reaction: reactants, conditions, products, and yield Yields the product ClC1=CC=C(C=C1)N1C(NC(=CC1=O)C1=C(C=CC=C1)Cl)=S (3-(4-chlorophenyl)-6-(2-chlorophenyl)-(1H,3H)-pyrimidine-2-thion-4-one). Reactants: NC(=CC(=O)OCC)C1=C(C=CC=C1)Cl (ethyl 3-amino-3-(2-chlorophenyl)-2-propenoate), [H-].[Na+] (sodium hydride), ClC1=CC=C(C=C1)N=C=S (4-chlorophenyl isothiocyanate). As a reaction SMILES: [NH2:1][C:2]([C:9]1[CH:14]=[CH:13][CH:12]=[CH:11][C:10]=1[Cl:15])=[CH:3][C:4]([O:6]CC)=O.[H-].[Na+].[Cl:18][C:19]1[CH:24]=[CH:23][C:22]([N:25]=[C:26]=[S:27])=[CH:21][CH:20]=1>CN(C)C=O>[Cl:18][C:19]1[CH:24]=[CH:23][C:22]([N:25]2[C:4](=[O:6])[CH:3]=[C:2]([C:9]3[CH:14]=[CH:13][CH:12]=[CH:11][C:10]=3[Cl:15])[NH:1][C:26]2=[S:27])=[CH:21][CH:20]=1 |f:1.2|. The solvent is CN(C=O)C (dimethylformamide). Procedure details: 2.3 g of ethyl 3-amino-3-(2-chlorophenyl)-2-propenoate was added dropwise to a solution of 0.5 g of sodium hydride (purity: 55%) in 20 ml of dimethylformamide with stirring at 0° C. The mixed solution was stirred at room temperature for 15 minutes, then cooled to 0° C. and added with 1.7 g of 4-chlorophenyl isothiocyanate. The resulting solution was heated to room temperature and further stirred at 100° C. for one hour. Then the solvent was distilled away under reduced pressure and the residue w... Reaction conditions: temperature 0 celsius. The yield is 28.6%. Starting materials: Clc1nc(N2CCOCC2)c2ccc(Br)cc2n1, Cc1ccccc1, CCO, O=Cc1ccc(B(O)O)o1, [Na+], [Na+], O=C([O-])[O-], O, Cl[Pd]Cl, c1ccc(P(c2ccccc2)c2ccccc2)cc1, c1ccc(P(c2ccccc2)c2ccccc2)cc1. The product is O=Cc1ccc(-c2ccc3c(N4CCOCC4)nc(Cl)nc3c2)o1. Reaction SMILES: [Br:1][c:2]1[cH:3][cH:4][c:5]2[c:6]([N:13]3[CH2:14][CH2:15][O:16][CH2:17][CH2:18]3)[n:7][c:8]([Cl:12])[n:9][c:10]2[cH:11]1.[CH3:35][c:36]1[cH:37][cH:38][cH:39][cH:40][cH:41]1.[CH3:84][CH2:85][OH:86].[CH:19](=[O:20])[c:21]1[cH:22][cH:23][c:24]([B:26]([OH:27])[OH:28])[o:25]1.[Na+:29].[Na+:30].[O-:31][C:32](=[O:33])[O-:34].[OH2:83].[Pd:42]([Cl:43])[Cl:44].[c:45]1([P:46]([c:47]2[cH:48][cH:49][cH:50][cH:51][cH:52]2)[c:53]2[cH:54][cH:55][cH:56][cH:57][cH:58]2)[cH:59][cH:60][cH:61][cH:62][cH:63]1.[c:64]1([P:65]([c:66]2[cH:67][cH:68][cH:69][cH:70][cH:71]2)[c:72]2[cH:73][cH:74][cH:75][cH:76][cH:77]2)[cH:78][cH:79][cH:80][cH:81][cH:82]1>>[c:2]1(-[c:24]2[cH:23][cH:22][c:21]([CH:19]=[O:20])[o:25]2)[cH:3][cH:4][c:5]2[c:6]([N:13]3[CH2:14][CH2:15][O:16][CH2:17][CH2:18]3)[n:7][c:8]([Cl:12])[n:9][c:10]2[cH:11]1.